From a dataset of the Open Reaction Database (ORD), a public repository of structured organic reaction records. describe an organic reaction: reactants, conditions, products, and yield Reactants: C(O)([O-])=O.[Na+] (sodium hydrogencarbonate), CC(=O)C (acetone), CC(=O)C.OS(=O)(=O)O.O=[Cr](=O)=O (Jones' reagent), OC1C2=C(C(NC3=C1C=CC=C3)=O)C=CN=C2 (11-hydroxy-5,11-dihydropyrido[4,3-c][1]benzazepin-5(6H)-one). The solvent is CO (methanol), CN(C=O)C (dimethylformamide). Run at time 30 minute. The product is C1=NC=CC=2C(NC3=C(C(C21)=O)C=CC=C3)=O (5,11-Dihydropyrido[4,3-c][1]benzazepin-5,11(6H)-dione). Reaction SMILES: [OH:1][CH:2]1[C:8]2[CH:9]=[CH:10][CH:11]=[CH:12][C:7]=2[NH:6][C:5](=[O:13])[C:4]2[CH:14]=[CH:15][N:16]=[CH:17][C:3]1=2.CC(C)=O.CC(C)=O.OS(O)(=O)=O.O=[Cr](=O)=O.C(=O)([O-])O.[Na+]>CN(C)C=O.CO>[CH:17]1[C:3]2[C:2](=[O:1])[C:8]3[CH:9]=[CH:10][CH:11]=[CH:12][C:7]=3[NH:6][C:5](=[O:13])[C:4]=2[CH:14]=[CH:15][N:16]=1 |f:2.3.4,5.6|. Procedure details: In 190 ml of dimethylformamide was dissolved 8 g (79.6 mmol) of the compound (6a). To the solution was added 250 ml of acetone, and 19 ml of 4N Jones' reagent was then added thereto dropwise at room temperature. After the mixture was stirred at room temperature for 30 minutes, 100 ml of methanol and excess sodium hydrogencarbonate were added thereto. The solvent was removed by distillation under reduced pressure. To the residue was added 200 ml of water, and the precipitated crystals were collec... The product is CC(C)(C)c1cc2cc(NC(=O)C3(c4ccc5c(c4)OCO5)CC3)cc(CN)c2[nH]1. Reaction SMILES: [CH3:33][CH2:34][O:35][C:36](=[O:37])[CH3:38].[H:31][H:32].[O:1]1[CH2:2][O:3][c:4]2[c:5]1[cH:6][cH:7][c:8]([C:10]1([C:13](=[O:14])[NH:15][c:16]3[cH:17][c:18]4[cH:19][c:20]([C:27]([CH3:28])([CH3:29])[CH3:30])[nH:21][c:22]4[c:23]([C:25]#[N:26])[cH:24]3)[CH2:11][CH2:12]1)[cH:9]2>>[O:1]1[CH2:2][O:3][c:4]2[c:5]1[cH:6][cH:7][c:8]([C:10]1([C:13](=[O:14])[NH:15][c:16]3[cH:17][c:18]4[cH:19][c:20]([C:27]([CH3:28])([CH3:29])[CH3:30])[nH:21][c:22]4[c:23]([CH2:25][NH2:26])[cH:24]3)[CH2:11][CH2:12]1)[cH:9]2. The reactants are CCOC(C)=O, [H][H], CC(C)(C)c1cc2cc(NC(=O)C3(c4ccc5c(c4)OCO5)CC3)cc(C#N)c2[nH]1. Reactants: F[B-](F)(F)F, CCOC(=O)C(Cc1ccc(OCC(=O)O)cc1)OCC, ClCCl, CCN(C(C)C)C(C)C, Clc1ccc(CNCc2ccc(Cl)cc2)cc1, CN(C)C(On1nnc2ccccc21)=[N+](C)C. Product: CCOC(=O)C(Cc1ccc(OCC(=O)N(Cc2ccc(Cl)cc2)Cc2ccc(Cl)cc2)cc1)OCC. RXN SMILES: [B-:48]([F:49])([F:50])([F:51])[F:52].[CH2:18]([CH3:19])[O:20][CH:21]([CH2:22][c:23]1[cH:24][cH:25][c:26]([O:27][CH2:28][C:29](=[O:30])[OH:31])[cH:32][cH:33]1)[C:34](=[O:35])[O:36][CH2:37][CH3:38].[CH2:70]([Cl:71])[Cl:72].[CH:39]([N:40]([CH2:41][CH3:42])[CH:43]([CH3:44])[CH3:45])([CH3:46])[CH3:47].[Cl:1][c:2]1[cH:3][cH:4][c:5]([CH2:6][NH:7][CH2:8][c:9]2[cH:10][cH:11][c:12]([Cl:15])[cH:13][cH:14]2)[cH:16][cH:17]1.[n:53]1([O:54][C:55]([N:56]([CH3:57])[CH3:58])=[N+:59]([CH3:60])[CH3:61])[c:62]2[cH:63][cH:64][cH:65][cH:66][c:67]2[n:68][n:69]1>>[Cl:1][c:2]1[cH:3][cH:4][c:5]([CH2:6][N:7]([CH2:8][c:9]2[cH:10][cH:11][c:12]([Cl:15])[cH:13][cH:14]2)[C:29]([CH2:28][O:27][c:26]2[cH:25][cH:24][c:23]([CH2:22][CH:21]([O:20][CH2:18][CH3:19])[C:34](=[O:35])[O:36][CH2:37][CH3:38])[cH:33][cH:32]2)=[O:30])[cH:16][cH:17]1. The reactants are BrC=1C=CC2=C(SC3=C(CC2Br)C=CC=C3)C1 (3,11-dibromo-10,11-dihydrodibenzo[b,f]thiepin), S1(=O)(=O)CCCC1 (sulfolane), [BH4-].[Na+] (sodium borohydride). The solvent is O (water). The product is BrC=1C=CC2=C(SC3=C(CC2)C=CC=C3)C1 (3-Bromo-10,11-dihydrodibenzo[b,f]thiepin). As a reaction SMILES: [Br:1][C:2]1[CH:3]=[CH:4][C:5]2[CH:11](Br)[CH2:10][C:9]3[CH:13]=[CH:14][CH:15]=[CH:16][C:8]=3[S:7][C:6]=2[CH:17]=1.S1(CCCC1)(=O)=O.[BH4-].[Na+]>O>[Br:1][C:2]1[CH:3]=[CH:4][C:5]2[CH2:11][CH2:10][C:9]3[CH:13]=[CH:14][CH:15]=[CH:16][C:8]=3[S:7][C:6]=2[CH:17]=1 |f:2.3|. Procedure details: 10.55 G. 3,11-dibromo-10,11-dihydrodibenzo[b,f]thiepin is suspended in 150 cc. sulfolane and gradually, in portions, 3.5 g. sodium borohydride is added. When the foaming has subsided, water is added and the mixture extracted four times with ether, the combined extracts are washed several times with water, dried and evaporated to dryness, and the residual oil chromatographed on silica gel. On elution with 10% benzene in hexane, 3.31 g. of pure material as a white solid is obtained, m.p. 69°-71° C... Reactants: NC(CCSC)C(=O)O (DL-methionine), ( d ), N[C@@H](C(C)C)C(=O)O (L-valine), N[C@@H](CCSC)C(=O)O (methionine), N[C@@H](C(C)C)C(=O)O (valine), NCC(=O)O (glycine), N[C@@H](CCSC)C(=O)O (L-methionine), amino acid. Run in O (water). The product is N[C@@H](CCSC)C(=O)N[C@@H](C(C)C)C(=O)O (L-methionyl-L-valine). RXN SMILES: [NH2:1][CH:2]([C:7]([OH:9])=O)[CH2:3][CH2:4][S:5][CH3:6].NCC(O)=O.N[C@H](C(O)=O)CCSC.[NH2:24][C@H:25]([C:29]([OH:31])=[O:30])[CH:26]([CH3:28])[CH3:27]>O>[NH2:1][C@H:2]([C:7]([NH:24][C@H:25]([C:29]([OH:31])=[O:30])[CH:26]([CH3:28])[CH3:27])=[O:9])[CH2:3][CH2:4][S:5][CH3:6]. Procedure details: The title compound was prepared according to the procedure of Example 1A and B above by replacing DL-methionine and glycine respectively with L-methionine and L-valine (Aldrich Chemical Co., Beil 4,427). The title compound had a melting point of 227° to 229° C (d). The title compound was found to be water soluble. The product thus obtained was subjected to amino acid analysis and found to contain 49.44 mole percent valine and 50.56 mole percent methionine. The reactants are Cc1ccc([Mg]Br)cc1 (effective_coupling_partner), c2(OC)ccc1cc(N3CCCC3)ccc1c2 (substrate). The reagents and catalysts are ItBu. Conditions: temperature 60 celsius, time 24 hour. Yields the product Cc3ccc(c2ccc1cc(N4CCCC4)ccc1c2)cc3. Reactants: CC1=C(C(=NO1)C1=CC=CC=C1)C1=NC(=NC=C1)N (4-(5-methyl-3-phenyl-isoxazole-4-yl)-pyrimidin-2-ylamine), BrC1=CC=CC=C1 (bromobenzene), C=1C=CC(=CC1)P(C=2C=CC=CC2)C3=CC=C4C=CC=CC4=C3C5=C6C=CC=CC6=CC=C5P(C=7C=CC=CC7)C=8C=CC=CC8 (BINAP), CC(C)([O-])C.[Na+] (sodium tert-butoxide). Reagents/catalysts: [Pd].[Pd].C(C1=CC=CC=C1)=CC(=O)C=CC1=CC=CC=C1.C(C1=CC=CC=C1)=CC(=O)C=CC1=CC=CC=C1.C(C1=CC=CC=C1)=CC(=O)C=CC1=CC=CC=C1 (tris(dibenzylideneacetone) dipalladium). Run in C1(=CC=CC=C1)C (toluene), C(C)(=O)OCC (ethyl acetate). Yields the product CC1=C(C(=NO1)C1=CC=CC=C1)C1=NC(=NC=C1)NC1=CC=CC=C1 ([4-(5-Methyl-3-phenyl-isoxazol-4-yl)-pyrimidin-2-yl]-phenyl-amine). Yield: 36.5%. Reaction SMILES: [CH3:1][C:2]1[O:6][N:5]=[C:4]([C:7]2[CH:12]=[CH:11][CH:10]=[CH:9][CH:8]=2)[C:3]=1[C:13]1[CH:18]=[CH:17][N:16]=[C:15]([NH2:19])[N:14]=1.Br[C:21]1[CH:26]=[CH:25][CH:24]=[CH:23][CH:22]=1.C1C=CC(P(C2C(C3C(P(C4C=CC=CC=4)C4C=CC=CC=4)=CC=C4C=3C=CC=C4)=C3C(C=CC=C3)=CC=2)C2C=CC=CC=2)=CC=1.CC(C)([O-])C.[Na+]>C1(C)C=CC=CC=1.C(OCC)(=O)C.[Pd].[Pd].C(=CC(C=CC1C=CC=CC=1)=O)C1C=CC=CC=1.C(=CC(C=CC1C=CC=CC=1)=O)C1C=CC=CC=1.C(=CC(C=CC1C=CC=CC=1)=O)C1C=CC=CC=1>[CH3:1][C:2]1[O:6][N:5]=[C:4]([C:7]2[CH:8]=[CH:9][CH:10]=[CH:11][CH:12]=2)[C:3]=1[C:13]1[CH:18]=[CH:17][N:16]=[C:15]([NH:19][C:21]2[CH:26]=[CH:25][CH:24]=[CH:23][CH:22]=2)[N:14]=1 |f:3.4,7.8.9.10.11|. Procedure: To a solution of 50 mg (0.2 mmol) of 4-(5-methyl-3-phenyl-isoxazole-4-yl)-pyrimidin-2-ylamine in 1 mL of toluene was added successively 63 μL (0.6 mmol) of bromobenzene, 10 mg of tris(dibenzylideneacetone) dipalladium, 10 mg of BINAP and 39 mg (0.4 mmol) of sodium tert-butoxide. The mixture was heated at reflux for 16 h, diluted with ethyl acetate, filtered, washed successively with saturated aqueous sodium bicarbonate and brine, dried (MgSO4) and concentrated in vacuo. The residue was purified ... Reported procedure: To a solution of the material prepared in Step B (0.18 g, 0.37 mmol) in methanol (100 mL) was added palladium(II) hydroxide (0.10 g). The mixture was placed under 3 atm of hydrogen at ambient temperature for 6 h, then filtered through Celite. The solution was concentrated in vacuo, affording the title compound as a clear oil. This material was used without further purification. LC/MS 386.3 (M+1). Starting materials: C(C)(C)(C)OC(N[C@@H]([C@@H](C)C1CCC(CC1)N(C)CC1=CC=CC=C1)C(=O)N1C[C@H](CC1)F)=O (tert-Butyl((1S,2S)-2-{4-[benzyl(methyl)amino]cyclohexyl}-1-{[(3S)-3-fluoropyrrolidin-1-yl]carbonyl}propyl)carbamate), [H][H] (hydrogen). Yields the product F[C@@H]1CN(CC1)C(=O)[C@H]([C@@H](C)C1CCC(CC1)NC)NC(OC(C)(C)C)=O (tert-Butyl {(1S,2S)-1-{-[(3S)-3-fluoropyrrolidin-1-yl]carbonyl}-2-[4-(methylamino)cyclohexyl]propyl}carbamate). Solvent: CO (methanol). Reagents/catalysts: [OH-].[Pd+2].[OH-] (palladium(II) hydroxide). As a reaction SMILES: [C:1]([O:5][C:6](=[O:34])[NH:7][C@H:8]([C:26]([N:28]1[CH2:32][CH2:31][C@H:30]([F:33])[CH2:29]1)=[O:27])[C@H:9]([CH:11]1[CH2:16][CH2:15][CH:14]([N:17](CC2C=CC=CC=2)[CH3:18])[CH2:13][CH2:12]1)[CH3:10])([CH3:4])([CH3:3])[CH3:2].[H][H]>CO.[OH-].[Pd+2].[OH-]>[F:33][C@H:30]1[CH2:31][CH2:32][N:28]([C:26]([C@@H:8]([NH:7][C:6](=[O:34])[O:5][C:1]([CH3:4])([CH3:3])[CH3:2])[C@H:9]([CH:11]2[CH2:16][CH2:15][CH:14]([NH:17][CH3:18])[CH2:13][CH2:12]2)[CH3:10])=[O:27])[CH2:29]1 |f:3.4.5|. Starting materials: N#CCc1ccc(Br)cc1C(F)(F)F, CC[N+](CC)(CC)Cc1ccccc1, [Cl-], ClCCBr, [Na+], [OH-]. Yields the product N#CC1(c2ccc(Br)cc2C(F)(F)F)CC1. Reaction SMILES: [Br:1][c:2]1[cH:3][c:4]([C:11]([F:12])([F:13])[F:14])[c:5]([CH2:8][C:9]#[N:10])[cH:6][cH:7]1.[CH2:22]([N+:23]([CH2:24][CH3:25])([CH2:26][CH3:27])[CH2:28][CH3:29])[c:30]1[cH:31][cH:32][cH:33][cH:34][cH:35]1.[Cl-:21].[Cl:15][CH2:16][CH2:17][Br:18].[Na+:20].[OH-:19]>>[Br:1][c:2]1[cH:3][c:4]([C:11]([F:12])([F:13])[F:14])[c:5]([C:8]2([C:9]#[N:10])[CH2:16][CH2:17]2)[cH:6][cH:7]1. The reactants are ClC1=NC2=CC=C(C=C2C=C1)Cl (2,6-dichloroquinoline), CC1=CC=C(O1)CN (5-methyl-2-furanmethanamine), FC(OC1=C(CN)C=CC=C1)(F)F (2-(trifluoromethoxy)benzylamine). Product: CC1=CC=C(O1)CNC1=NC2=CC=C(C=C2C=C1)NCC1=C(C=CC=C1)OC(F)(F)F (N2-(5-Methyl-furan-2-ylmethyl)-N6-(2-trifluoromethoxy-benzyl)-quinoline-2,6-diamine). RXN SMILES: Cl[C:2]1[CH:11]=[CH:10][C:9]2[C:4](=[CH:5][CH:6]=[C:7](Cl)[CH:8]=2)[N:3]=1.[CH3:13][C:14]1[O:18][C:17]([CH2:19][NH2:20])=[CH:16][CH:15]=1.[F:21][C:22]([F:33])([F:32])[O:23][C:24]1[CH:31]=[CH:30][CH:29]=[CH:28][C:25]=1[CH2:26][NH2:27]>>[CH3:13][C:14]1[O:18][C:17]([CH2:19][NH:20][C:2]2[CH:11]=[CH:10][C:9]3[C:4](=[CH:5][CH:6]=[C:7]([NH:27][CH2:26][C:25]4[CH:28]=[CH:29][CH:30]=[CH:31][C:24]=4[O:23][C:22]([F:21])([F:32])[F:33])[CH:8]=3)[N:3]=2)=[CH:16][CH:15]=1. Reported procedure: The title compound, MS: m/e=428.1 (M+H+), was prepared in accordance with the general method of example 1 from 2,6-dichloroquinoline, 5-methyl-2-furanmethanamine and 2-(trifluoromethoxy)benzylamine.